describe an organic reaction: reactants, conditions, products, and yield From a dataset of the Open Reaction Database (ORD), a public repository of structured organic reaction records. Reactants: C(C1=CC=CC=C1)OC(NCCCCC1=CC=C(C=C1)O)=O ([4-(4-hydroxyphenyl)butyl]carbamic acid benzyl ester), C([O-])([O-])=O.[K+].[K+] (potassium carbonate), [I-].[Na+] (sodium iodide), BrCC(=O)OCC (ethyl bromoacetate). Solvent: CN(C)C=O (DMF), CN(C)C=O (DMF), O (water). Conditions: time 3 day. Yields the product C(C)OC(COC1=CC=C(C=C1)CCCCNC(=O)OCC1=CC=CC=C1)=O ([4-(4-Benzyloxycarbonylaminobutyl)phenoxy]acetic acid ethyl ester). Isolated yield 89.1%. As a reaction SMILES: [CH2:1]([O:8][C:9](=[O:22])[NH:10][CH2:11][CH2:12][CH2:13][CH2:14][C:15]1[CH:20]=[CH:19][C:18]([OH:21])=[CH:17][CH:16]=1)[C:2]1[CH:7]=[CH:6][CH:5]=[CH:4][CH:3]=1.C(=O)([O-])[O-].[K+].[K+].[I-].[Na+].Br[CH2:32][C:33]([O:35][CH2:36][CH3:37])=[O:34]>CN(C=O)C.O>[CH2:36]([O:35][C:33](=[O:34])[CH2:32][O:21][C:18]1[CH:19]=[CH:20][C:15]([CH2:14][CH2:13][CH2:12][CH2:11][NH:10][C:9]([O:8][CH2:1][C:2]2[CH:7]=[CH:6][CH:5]=[CH:4][CH:3]=2)=[O:22])=[CH:16][CH:17]=1)[CH3:37] |f:1.2.3,4.5|. Reported procedure: A solution of [4-(4-hydroxyphenyl)butyl]carbamic acid benzyl ester (2.0 g, 6.7 mmol), potassium carbonate (1.0 g, 7.3 mmol), sodium iodide (0.4 g, 2.7 mmol), and DMF (10 mL) was stirred for 30 minutes. A solution of ethyl bromoacetate (0.8 mL, 7.4 mmol) in DMF (10 mL) was added dropwise to the reaction. The reaction was further stirred at room temperature for 3 days, and then poured into water (200 mL). The product was extracted with ethyl acetate. The organic layer was dried over sodium sulfate... The reactants are O (water), BrC=1C=C(C(=C(C1)F)OCOC)F (5-bromo-1,3-difluoro-2-(methoxymethoxy)benzene), C(C)OC(C=C)OCC (acrolein diethyl acetal), C(C)(C)N(CC)C(C)C (diisopropylethylamine). Reagents/catalysts: [Cl-].C(CCC)[N+](CCCC)(CCCC)CCCC (tetrabutylammonium chloride), C(C)(=O)[O-].[Pd+2].C(C)(=O)[O-] (palladium acetate). The solvent is CN(C=O)C (N,N-dimethylformamide). Run at temperature 90 celsius, time 18 hour. Yields the product FC=1C=C(C=C(C1OCOC)F)CCC(=O)OCC (Ethyl 3,5-difluoro-4-(methoxymethoxy)benzenepropanoate). Isolated yield 41.7%. As a reaction SMILES: Br[C:2]1[CH:3]=[C:4]([F:13])[C:5]([O:9][CH2:10][O:11][CH3:12])=[C:6]([F:8])[CH:7]=1.[CH2:14]([O:16][CH:17]([O:20]CC)[CH:18]=[CH2:19])[CH3:15].C(N(C(C)C)CC)(C)C.O>[Cl-].C([N+](CCCC)(CCCC)CCCC)CCC.CN(C)C=O.C([O-])(=O)C.[Pd+2].C([O-])(=O)C>[F:8][C:6]1[CH:7]=[C:2]([CH2:19][CH2:18][C:17]([O:16][CH2:14][CH3:15])=[O:20])[CH:3]=[C:4]([F:13])[C:5]=1[O:9][CH2:10][O:11][CH3:12] |f:4.5,7.8.9|. Procedure details: To a solution of 5-bromo-1,3-difluoro-2-(methoxymethoxy)benzene (4.4 g, 21 mmol), acrolein diethyl acetal (9.4 mL, 62 mmol), tetrabutylammonium chloride (5.7 g, 21 mmol) and diisopropylethylamine (18 mL, 0.10 mol) in N,N-dimethylformamide (40 mL) was added palladium acetate (0.14 g, 0.62 mmol), and the mixture was stirred under argon atmosphere at 90° C. for 18 hours. After the reaction solution was returned to room temperature, water was added thereto, and the reaction mixture was extracted wit...